describe an organic reaction: reactants, conditions, products, and yield From a dataset of the Open Reaction Database (ORD), a public repository of structured organic reaction records. The reactants are [H-].[Na+] (sodium hydride), COC=1C=C2C(NC(C2=CC1)=O)(C)C (5-methoxy-3,3-dimethylisoindolin-1-one), CI (methyl iodide). Solvent: CN(C)C=O (DMF). Reaction conditions: time 30 minute. The product is COC=1C=C2C(N(C(C2=CC1)=O)C)(C)C (5-methoxy-2,3,3-trimethylisoindolin-1-one). RXN SMILES: [H-].[Na+].[CH3:3][O:4][C:5]1[CH:6]=[C:7]2[C:11](=[CH:12][CH:13]=1)[C:10](=[O:14])[NH:9][C:8]2([CH3:16])[CH3:15].[CH3:17]I>CN(C=O)C>[CH3:3][O:4][C:5]1[CH:6]=[C:7]2[C:11](=[CH:12][CH:13]=1)[C:10](=[O:14])[N:9]([CH3:17])[C:8]2([CH3:16])[CH3:15] |f:0.1|. Reported procedure: With cooling with ice, 96 mg of 60% sodium hydride was added to 8.0 mL of a DMF solution of 382 mg of 5-methoxy-3,3-dimethylisoindolin-1-one, and stirred for 30 minutes with cooling with ice. 0.19 mL of methyl iodide was added to it, and stirred at room temperature for 7 hours. The solvent was evaporated away under reduced pressure, water was added to the residue and extracted with ethyl acetate. The organic layer was washed with water and aqueous saturated sodium chloride solution, dried with a... Starting materials: COC(=O)Cc1ccc(OC)c(-c2ccc(C(F)(F)F)cc2CNC2c3ccccc3CC2O)c1, CC(=O)Cl. The product is COC(=O)Cc1ccc(OC)c(-c2ccc(C(F)(F)F)cc2CN(C(C)=O)C2c3ccccc3CC2O)c1. As a reaction SMILES: [CH3:1][O:2][C:3]([CH2:4][c:5]1[cH:6][c:7](-[c:13]2[c:14]([CH2:23][NH:24][CH:25]3[CH:26]([OH:34])[CH2:27][c:28]4[cH:29][cH:30][cH:31][cH:32][c:33]43)[cH:15][c:16]([C:19]([F:20])([F:21])[F:22])[cH:17][cH:18]2)[c:8]([O:11][CH3:12])[cH:9][cH:10]1)=[O:35].[CH3:36][C:37]([Cl:38])=[O:39]>>[CH3:1][O:2][C:3]([CH2:4][c:5]1[cH:6][c:7](-[c:13]2[c:14]([CH2:23][N:24]([CH:25]3[CH:26]([OH:34])[CH2:27][c:28]4[cH:29][cH:30][cH:31][cH:32][c:33]43)[C:37]([CH3:36])=[O:39])[cH:15][c:16]([C:19]([F:20])([F:21])[F:22])[cH:17][cH:18]2)[c:8]([O:11][CH3:12])[cH:9][cH:10]1)=[O:35]. Reactants: C1CCOC1, COCC(=O)Cl, CN(C)c1ccncc1, NS(=O)(=O)c1ccc(-c2c(-c3cccc(F)c3)nn3cc(C(F)(F)F)ccc23)cc1. Yields the product COCC(=O)NS(=O)(=O)c1ccc(-c2c(-c3cccc(F)c3)nn3cc(C(F)(F)F)ccc23)cc1. Reaction SMILES: [CH2:37]1[O:38][CH2:39][CH2:40][CH2:41]1.[CH3:31][O:32][CH2:33][C:34](=[O:35])[Cl:36].[CH3:42][N:43]([CH3:44])[c:45]1[cH:46][cH:47][n:48][cH:49][cH:50]1.[F:1][c:2]1[cH:3][c:4](-[c:8]2[n:9][n:10]3[c:11]([cH:12][cH:13][c:14]([C:16]([F:17])([F:18])[F:19])[cH:15]3)[c:20]2-[c:21]2[cH:22][cH:23][c:24]([S:27](=[O:28])(=[O:29])[NH2:30])[cH:25][cH:26]2)[cH:5][cH:6][cH:7]1>>[F:1][c:2]1[cH:3][c:4](-[c:8]2[n:9][n:10]3[c:11]([cH:12][cH:13][c:14]([C:16]([F:17])([F:18])[F:19])[cH:15]3)[c:20]2-[c:21]2[cH:22][cH:23][c:24]([S:27](=[O:28])(=[O:29])[NH:30][C:34]([CH2:33][O:32][CH3:31])=[O:35])[cH:25][cH:26]2)[cH:5][cH:6][cH:7]1. The reactants are O=C([O-])[O-], CC(C)(C)OC(=O)CN(c1ccc2c(c1)CCN2)S(=O)(=O)c1cc(Cl)cc(Cl)c1, ClCCl, [K+], [K+], O=C=Nc1ccccc1. Product: CC(C)(C)OC(=O)CN(c1ccc2c(c1)CCN2C(=O)Nc1ccccc1)S(=O)(=O)c1cc(Cl)cc(Cl)c1. RXN SMILES: [C:30](=[O:31])([O-:32])[O-:33].[Cl:1][c:2]1[cH:3][c:4]([S:9](=[O:10])(=[O:11])[N:12]([c:13]2[cH:14][c:15]3[c:19]([cH:20][cH:21]2)[NH:18][CH2:17][CH2:16]3)[CH2:22][C:23](=[O:24])[O:25][C:26]([CH3:27])([CH3:28])[CH3:29])[cH:5][c:6]([Cl:8])[cH:7]1.[Cl:45][CH2:46][Cl:47].[K+:34].[K+:35].[c:36]1([N:42]=[C:43]=[O:44])[cH:37][cH:38][cH:39][cH:40][cH:41]1>>[Cl:1][c:2]1[cH:3][c:4]([S:9](=[O:10])(=[O:11])[N:12]([c:13]2[cH:14][c:15]3[c:19]([cH:20][cH:21]2)[N:18]([C:43]([NH:42][c:36]2[cH:37][cH:38][cH:39][cH:40][cH:41]2)=[O:44])[CH2:17][CH2:16]3)[CH2:22][C:23](=[O:24])[O:25][C:26]([CH3:27])([CH3:28])[CH3:29])[cH:5][c:6]([Cl:8])[cH:7]1. Reactants: CC(C)(C)OC(=O)C(C)(C)Br, O=C([O-])[O-], CC(C)=O, Cl, [K+], [K+], O=C1CCNCC1. Yields the product CC(C)(C)OC(=O)C(C)(C)N1CCC(=O)CC1. As a reaction SMILES: [Br:1][C:2]([C:3](=[O:4])[O:5][C:6]([CH3:7])([CH3:8])[CH3:9])([CH3:10])[CH3:11].[C:20](=[O:21])([O-:22])[O-:23].[CH3:26][C:27](=[O:28])[CH3:29].[ClH:12].[K+:24].[K+:25].[NH:13]1[CH2:14][CH2:15][C:16](=[O:19])[CH2:17][CH2:18]1>>[C:2]([C:3](=[O:4])[O:5][C:6]([CH3:7])([CH3:8])[CH3:9])([CH3:10])([CH3:11])[N:13]1[CH2:14][CH2:15][C:16](=[O:19])[CH2:17][CH2:18]1. As a reaction SMILES: [BrH:1].O.Br.C([O:8][C:9]([CH2:11][CH2:12][C:13]([NH:15][CH2:16][C:17]1[O:21][C:20]([C:22]([O:24][C:25]2[CH:34]=[CH:33][C:32]3[C:27](=[CH:28][CH:29]=[C:30]([C:35](=[NH:37])[NH2:36])[CH:31]=3)[CH:26]=2)=[O:23])=[CH:19][CH:18]=1)=[O:14])=[O:10])(C)(C)C>C(O)(=O)C>[BrH:1].[C:9]([CH2:11][CH2:12][C:13]([NH:15][CH2:16][C:17]1[O:21][C:20]([C:22]([O:24][C:25]2[CH:34]=[CH:33][C:32]3[C:27](=[CH:28][CH:29]=[C:30]([C:35](=[NH:36])[NH2:37])[CH:31]=3)[CH:26]=2)=[O:23])=[CH:19][CH:18]=1)=[O:14])([OH:10])=[O:8] |f:2.3,5.6|. Procedure: To 250 g of a 30% hydrobromic acid solution in acetic acid was added with water-cooling 8.0 g of 6-amidino-2-naphthyl 5-(3-t-butoxycarbonylpropionylaminomethyl)furan-2-carboxylate hydrobromide, and the mixture was stirred for 3 hours. The precipitate was filtered off, and the filtrate was poured into 2 l of ether. The mixture was stirred for 3 hours at room temperature and the precipitate was collected by filtration to obtain 5 g of the intended product. Solvent: C(C)(=O)O (acetic acid). Starting materials: Br (hydrobromic acid), O (water), Br.C(C)(C)(C)OC(=O)CCC(=O)NCC1=CC=C(O1)C(=O)OC1=CC2=CC=C(C=C2C=C1)C(N)=N (6-amidino-2-naphthyl 5-(3-t-butoxycarbonylpropionylaminomethyl)furan-2-carboxylate hydrobromide). Reaction conditions: time 3 hour. Product: Br.C(=O)(O)CCC(=O)NCC1=CC=C(O1)C(=O)OC1=CC2=CC=C(C=C2C=C1)C(N)=N (6-Amidino-2-naphthyl 5-(3-carboxypropionylaminomethyl)furan-2-carboxylate hydrobromide).